Task: describe an organic reaction: reactants, conditions, products, and yield. Dataset: the Open Reaction Database (ORD), a public repository of structured organic reaction records Starting materials: C(C=C)(=O)OC (methyl acrylate), C(Cl)Cl (Methylene chloride), bis(benzylideneacetone)palladium, Phosphorus-Sulfonic Acid, C=CC (propylene), C=CC (propylene), C=CC (propylene). The reagents and catalysts are catalyst. Run in C1(=CC=CC=C1)C (toluene). Reaction conditions: time 15 minute. Yields the product C=CC.C(C=C)(=O)OC (propylene methyl acrylate). RXN SMILES: C(Cl)Cl.[C:4]([O:8][CH3:9])(=[O:7])[CH:5]=[CH2:6].C=CC>C1(C)C=CC=CC=1>[CH2:4]=[CH:5][CH3:6].[C:4]([O:8][CH3:9])(=[O:7])[CH:5]=[CH2:6] |f:4.5|. Procedure details: Methylene chloride slurries (0.02 mol/L) of bis(benzylideneacetone)palladium and Phosphorus-Sulfonic Acid Ligand (I) were separately prepared and after treatment by an ultrasonic vibrator, mixed in a molar ratio of 1:1, and the mixture was stirred at room temperature for 15 minutes. Subsequently, the 10 mL stainless autoclave reactor was purged with purified nitrogen, and purified toluene and methyl acrylate (6 mmol) were introduced. After raising the temperature to 80° C. and pressurizing the s... Starting materials: C(#N)CC(CN1CC(C(CC1)OC=1C=C(C#N)C=C(C1)F)F)N1N=CC(=C1)C=1C2=C(N=CN1)N(C=C2)COCC[Si](C)(C)C (3-[(1-{3-cyano-2-[4-(7-{[2-(trimethylsilyl)ethoxy]methyl}-7H-pyrrolo[2,3-d]pyrimidin-4-yl)-1H-pyrazol-1-yl]propyl}-3-fluoropiperidin-4-yl)oxy]-5-fluorobenzonitrile), C(=O)(C(F)(F)F)O (TFA). The solvent is C(Cl)Cl (DCM). Reaction conditions: time 1 hour. Yields the product C(#N)CC(CN1CC(C(CC1)OC=1C=C(C#N)C=C(C1)F)F)N1N=CC(=C1)C=1C2=C(N=CN1)NC=C2 (3-[(1-{3-Cyano-2-[4-(7H-pyrrolo[2,3-d]pyrimidin-4-yl)-1H-pyrazol-1-yl]propyl}-3-fluoropiperidin-4-yl)oxy]-5-fluorobenzonitrile). The yield is 61.4%. RXN SMILES: [C:1]([CH2:3][CH:4]([N:23]1[CH:27]=[C:26]([C:28]2[C:29]3[CH:36]=[CH:35][N:34](COCC[Si](C)(C)C)[C:30]=3[N:31]=[CH:32][N:33]=2)[CH:25]=[N:24]1)[CH2:5][N:6]1[CH2:11][CH2:10][CH:9]([O:12][C:13]2[CH:14]=[C:15]([CH:18]=[C:19]([F:21])[CH:20]=2)[C:16]#[N:17])[CH:8]([F:22])[CH2:7]1)#[N:2].C(O)(C(F)(F)F)=O>C(Cl)Cl>[C:1]([CH2:3][CH:4]([N:23]1[CH:27]=[C:26]([C:28]2[C:29]3[CH:36]=[CH:35][NH:34][C:30]=3[N:31]=[CH:32][N:33]=2)[CH:25]=[N:24]1)[CH2:5][N:6]1[CH2:11][CH2:10][CH:9]([O:12][C:13]2[CH:14]=[C:15]([CH:18]=[C:19]([F:21])[CH:20]=2)[C:16]#[N:17])[CH:8]([F:22])[CH2:7]1)#[N:2]. Reported procedure: To a solution of 3-[(1-{3-cyano-2-[4-(7-{[2-(trimethylsilyl)ethoxy]methyl}-7H-pyrrolo[2,3-d]pyrimidin-4-yl)-1H-pyrazol-1-yl]propyl}-3-fluoropiperidin-4-yl)oxy]-5-fluorobenzonitrile (11 mg, 0.018 mmol) in DCM (0.5 mL) was added 0.5 ml TFA. The mixture was stirred for 1 hour and solvent was removed. The residue was dissolved in methanol (1 mL), and 0.2 ml EDA was added. After stirring for 2 hours, The reaction solution was diluted with methanol and purified by preparative-LCMS (C18 column eluting ... Run in CN(C=O)C (dimethylformamide). Yield: 50.5%. Product: C(C1=CC=CC=C1)C1(CCC(CC1)OCC1=CC(=CC=C1)F)N(C)C ([1-benzyl-4-(3-fluoro-benzyloxy)-cyclohexyl]dimethylamine). Procedure details: 2.65 g of 4-benzyl-4-dimethylaminocyclohexanol were dissolved in 20 ml of dimethylformamide; 1.40 g of potassium tert.-butoxide were added and stirring was carried out for 45 minutes, before 2.0 g of 3-fluorobenzyl chloride were added dropwise in the course of 30 minutes. After stirring overnight, the mixture was added to 25 ml of ice-water and extracted repeatedly with ethyl acetate. The combined extracts were washed with saturated sodium chloride solution, dried over sodium sulfate, filtered a... Reactants: ice water, C(C1=CC=CC=C1)C1(CCC(CC1)O)N(C)C (4-benzyl-4-dimethylaminocyclohexanol), FC=1C=C(CCl)C=CC1 (3-fluorobenzyl chloride), CC(C)([O-])C.[K+] (potassium tert.-butoxide). RXN SMILES: [CH2:1]([C:8]1([N:15]([CH3:17])[CH3:16])[CH2:13][CH2:12][CH:11]([OH:14])[CH2:10][CH2:9]1)[C:2]1[CH:7]=[CH:6][CH:5]=[CH:4][CH:3]=1.CC(C)([O-])C.[K+].[F:24][C:25]1[CH:26]=[C:27]([CH:30]=[CH:31][CH:32]=1)[CH2:28]Cl>CN(C)C=O>[CH2:1]([C:8]1([N:15]([CH3:16])[CH3:17])[CH2:13][CH2:12][CH:11]([O:14][CH2:28][C:27]2[CH:30]=[CH:31][CH:32]=[C:25]([F:24])[CH:26]=2)[CH2:10][CH2:9]1)[C:2]1[CH:7]=[CH:6][CH:5]=[CH:4][CH:3]=1 |f:1.2|.